From a dataset of the Open Reaction Database (ORD), a public repository of structured organic reaction records. describe an organic reaction: reactants, conditions, products, and yield Starting materials: NC1=C(C(=O)OCC)C=CC=C1 (ethyl 2-aminobenzoate), C(C1=CC=CC=C1)Cl (benzyl Chloride), C([O-])([O-])=O.[K+].[K+] (potassium carbonate). Run in CC(=O)C (acetone). Product: C(C1=CC=CC=C1)N(CC1=CC=CC=C1)C1=C(C(=O)OCC)C=CC=C1 (ethyl 2-(N,N-dibenzylamino)-benzoate). RXN SMILES: [NH2:1][C:2]1[CH:12]=[CH:11][CH:10]=[CH:9][C:3]=1[C:4]([O:6][CH2:7][CH3:8])=[O:5].[CH2:13](Cl)[C:14]1[CH:19]=[CH:18][CH:17]=[CH:16][CH:15]=1.C(=O)([O-])[O-].[K+].[K+]>CC(C)=O>[CH2:13]([N:1]([C:2]1[CH:12]=[CH:11][CH:10]=[CH:9][C:3]=1[C:4]([O:6][CH2:7][CH3:8])=[O:5])[CH2:4][C:3]1[CH:9]=[CH:10][CH:11]=[CH:12][CH:2]=1)[C:14]1[CH:19]=[CH:18][CH:17]=[CH:16][CH:15]=1 |f:2.3.4|. Reported procedure: Reaction of ethyl 2-aminobenzoate with two molar equivalents of benzyl Chloride in acetone in the presence of potassium carbonate affords ethyl 2-(N,N-dibenzylamino)-benzoate which, on saponification in aqueous ethanolic potassium hydroxide and isolation of the product from a neutral medium, affords 2-(N,N-dibenzylamino)benzoic acid. Product: Cc1cccnc1Oc1ccc(Nc2nc3ccccc3[nH]2)cc1. Reactants: Cc1cccnc1Oc1ccc(N)cc1, CC(C)O, Clc1nc2ccccc2[nH]1. As a reaction SMILES: [CH3:1][c:2]1[c:3]([O:8][c:9]2[cH:10][cH:11][c:12]([NH2:15])[cH:13][cH:14]2)[n:4][cH:5][cH:6][cH:7]1.[CH:26]([OH:27])([CH3:28])[CH3:29].[Cl:16][c:17]1[nH:18][c:19]2[c:20]([n:21]1)[cH:22][cH:23][cH:24][cH:25]2>>[CH3:1][c:2]1[c:3]([O:8][c:9]2[cH:10][cH:11][c:12]([NH:15][c:17]3[n:18][c:19]4[c:20]([nH:21]3)[cH:22][cH:23][cH:24][cH:25]4)[cH:13][cH:14]2)[n:4][cH:5][cH:6][cH:7]1.